The task is: describe an organic reaction: reactants, conditions, products, and yield. This data is from the Open Reaction Database (ORD), a public repository of structured organic reaction records. As a reaction SMILES: [BH4-:18].[C:1](=[O:2])([O:3][CH2:4][CH3:5])[CH:6]1[C:7](=[O:15])[c:8]2[cH:9][cH:10][cH:11][cH:12][c:13]2[CH2:14]1.[CH3:16][OH:17].[Na+:19]>>[C:1](=[O:2])([O:3][CH2:4][CH3:5])[C:6]1=[CH:7][c:8]2[cH:9][cH:10][cH:11][cH:12][c:13]2[CH2:14]1. Reactants: [BH4-], CCOC(=O)C1Cc2ccccc2C1=O, CO, [Na+]. The product is CCOC(=O)C1=Cc2ccccc2C1. Starting materials: C1=CC(=C(C(=C1)F)CN)F, C1=CC=C(C=C1)NC2=NC=CC(=C2)Cl. The reagents and catalysts are CC(C)(C)[O-].[Na+], CC(C1CCCC1P(C2CCCCC2)C3CCCCC3)P(C(C)(C)C)C(C)(C)C.C1CCCC1.[Fe], CC(=O)O.CC(=O)O.[Pd]. The solvent is CC(=O)N(C)C. Reaction conditions: temperature 100 celsius. Yields the product C1=CC=C(C=C1)NC2=NC=CC(=C2)NCC3=C(C=CC=C3F)F. Yield: 61.1%. Reported procedure: (2,6-difluorophenyl)methanamine (77 mg, 0.54 mmol), 4-chloro-N- phenylpyridin-2-amine (100 mg, 0.49 mmol) and sodium 2-methylpropan-2-olate (94 mg, 0.98 mmol) were suspended in DMA (2 mL) and sealed into a microwave tube. Nitrogen was bubbled through the reaction mixture for 5 minutes. (R)-(-)-1-[(S)-2-(DICYCLOHEXYLPHOSPHINO)FERROCENYL]ETHYLDI-T-BUTYLPHOSPHINE (32.5 mg, 0.06 mmol) and diacetoxypalladium (8.78 mg, 0.04 mmol) were added to the reaction mixture and nitrogen was bubbled through the ... Yields the product OC1=CC=C2CCC(NC2=C1)=O (7-Hydroxy-3,4-dihydro-1H-quinolin-2-one). RXN SMILES: [Cl-].[Al+3].[Cl-].[Cl-].Cl[CH2:6][CH2:7][C:8]([NH:10][C:11]1[CH:16]=[CH:15][CH:14]=[C:13]([O:17]C)[CH:12]=1)=[O:9].Cl>>[OH:17][C:13]1[CH:12]=[C:11]2[C:16]([CH2:6][CH2:7][C:8](=[O:9])[NH:10]2)=[CH:15][CH:14]=1 |f:0.1.2.3|. The yield is 54.7%. Procedure: Under nitrogen with outlet to back of hood, added 12.37 g of aluminum chloride powder (0.093 mol) to 7.93 g of 3-Chloro-N-(3-methoxy-phenyl)-propionamide (0.037 mol). Placed in preheated 160° C. sand bath, and heated for 4 hours, raising bath temperature to 200° C., until no more HCl is observed. Cooled to room temperature, chilled in ice bath and cautiously added ice-H2O. Extracted three times with EtOAc, dried (MgSO4), and evaporated under reduced pressure. Purified by flash chromatography on ... Reaction conditions: temperature 200 celsius. The reactants are ice H2O, [Cl-].[Al+3].[Cl-].[Cl-] (aluminum chloride), ClCCC(=O)NC1=CC(=CC=C1)OC (3-Chloro-N-(3-methoxy-phenyl)-propionamide), Cl (HCl).